This data is from the Open Reaction Database (ORD), a public repository of structured organic reaction records. The task is: describe an organic reaction: reactants, conditions, products, and yield Reactants: ClC1=C(C=C(C=C1)[C@@H](CC)NC=1C=C(C=CC1)C(C)O)C (1-{3-[(R)-1-(4-Chloro-3-methyl-phenyl)-propylamino]-phenyl}-ethanol). As a reaction SMILES: [Cl:1][C:2]1[CH:7]=[CH:6][C:5]([C@H:8]([NH:11][C:12]2[CH:13]=[C:14]([CH:18]([OH:20])[CH3:19])[CH:15]=[CH:16][CH:17]=2)[CH2:9][CH3:10])=[CH:4][C:3]=1[CH3:21]>C(Cl)Cl>[Cl:1][C:2]1[CH:7]=[CH:6][C:5]([C@H:8]([NH:11][C:12]2[CH:13]=[C:14]([C:18](=[O:20])[CH3:19])[CH:15]=[CH:16][CH:17]=2)[CH2:9][CH3:10])=[CH:4][C:3]=1[CH3:21]. Procedure details: To a solution of INT 10 (446 mg, 1.47 mmol) in CH2Cl2 was added DMP (747 mg, 1.76 mmol). The reaction mixture was stirred at room temperature for 1 hour. The mixture was quenched with saturated aqueous NaHCO3/saturated aqueous Na2S2O3 5/1 and diluted with CH2Cl2. The mixture was stirred vigorously until the organic layer was clear. The organic layer was washed with saturated aqueous NaHCO3 and brine, dried over MgSO4, filtered and concentrated. The residue was purified by chromatography on silic... Yields the product ClC1=C(C=C(C=C1)[C@@H](CC)NC=1C=C(C=CC1)C(C)=O)C (1-{3-[(R)-1-(4-Chloro-3-methyl-phenyl)-propylamino]-phenyl}-ethanone). Reaction conditions: time 1 hour. Solvent: C(Cl)Cl (CH2Cl2). Reactants: C(C)(C)(C)OC(=O)N[C@@H](CC1=CC=C(C=C1)O)C(=O)NCC(=O)CC(C(=O)O)(C)N (N-t-butoxycarbonyl-L-tyrosylglycyl-α-aminoisobutyric acid), N[C@@H](CC1=CC=CC=C1)C(=O)O.C(C1=CC=CC=C1)OC([C@@H](N)CC(C)C)=O (L-phenylalanine L-leucine benzyl ester), C(C1=CC=CC=C1)OC([C@@H](NC([C@@H](N)CC1=CC=CC=C1)=O)CCSC)=O (L-phenylalanyl-L-methionine benzyl ester), C(C)(C)(C)OC(=O)N[C@@H](CC1=CC=C(C=C1)O)C(=O)NCC(=O)N[C@@H](C)C(=O)O (N-t-butoxycarbonyl-L-tyrosylglycyl-L-alanine). Yields the product C(C1=CC=CC=C1)OC([C@@H](NC([C@@](N(C(C(C)C)=O)C(CNC([C@@H](NC(=O)OC(C)(C)C)CC1=CC=C(C=C1)O)=O)=O)(CC1=CC=CC=C1)N)=O)CCSC)=O (N-t-butoxycarbonyl-L-tyrosylglycyl-α-aminoisobutyryl-L-phenyl-alanyl-L-methionine benzyl ester). As a reaction SMILES: [C:1]([O:5][C:6]([NH:8][C@H:9]([C:18]([NH:20][CH2:21][C:22](CC(N)(C)C(O)=O)=[O:23])=[O:19])[CH2:10][C:11]1[CH:16]=[CH:15][C:14]([OH:17])=[CH:13][CH:12]=1)=[O:7])([CH3:4])([CH3:3])[CH3:2].[CH2:31]([O:38][C:39](=[O:57])[C@H:40]([CH2:53][CH2:54][S:55][CH3:56])[NH:41][C:42](=[O:52])[C@H:43]([CH2:45][C:46]1[CH:51]=[CH:50][CH:49]=[CH:48][CH:47]=1)[NH2:44])[C:32]1[CH:37]=[CH:36][CH:35]=[CH:34][CH:33]=1.C(OC([NH:65][C@H](C(NCC(N[C@H](C(O)=O)C)=O)=O)CC1C=CC(O)=CC=1)=O)(C)(C)C.N[C@H](C(O)=O)CC1C=CC=CC=1.[CH2:99]([O:106]C(=O)[C@H](CC(C)C)N)[C:100]1[CH:105]=CC=C[CH:101]=1>>[CH2:31]([O:38][C:39](=[O:57])[C@H:40]([CH2:53][CH2:54][S:55][CH3:56])[NH:41][C:42](=[O:52])[C@:43]([NH2:65])([CH2:45][C:46]1[CH:47]=[CH:48][CH:49]=[CH:50][CH:51]=1)[N:44]([C:22](=[O:23])[CH2:21][NH:20][C:18](=[O:19])[C@H:9]([CH2:10][C:11]1[CH:12]=[CH:13][C:14]([OH:17])=[CH:15][CH:16]=1)[NH:8][C:6]([O:5][C:1]([CH3:2])([CH3:4])[CH3:3])=[O:7])[C:99](=[O:106])[CH:100]([CH3:105])[CH3:101])[C:32]1[CH:37]=[CH:36][CH:35]=[CH:34][CH:33]=1 |f:3.4|. Reported procedure: When equivalent quantities of N-t-butoxycarbonyl-L-tyrosylglycyl-α-aminoisobutyric acid and L-phenylalanyl-L-methionine benzyl ester are substituted for the N-t-butoxycarbonyl-L-tyrosylglycyl-L-alanine and L-phenylalanine-L-leucine benzyl ester, respectively, of Example 12, and the procedure detailed therein substantially repeated, there is obtained N-t-butoxycarbonyl-L-tyrosylglycyl-α-aminoisobutyryl-L-phenyl-alanyl-L-methionine benzyl ester. The reactants are CI (MeI), OCC[C@H](C1=CC=CC=C1)NC(OC(C)(C)C)=O ((R)-tert-Butyl 3-hydroxy-1-phenylpropylcarbamate), OCC[C@H](C1=CC=CC=C1)NC(OC(C)(C)C)=O ((R)-tert-Butyl 3-hydroxy-1-phenylpropylcarbamate), [H-].[Na+] (NaH). Run in C1CCOC1 (THF). Conditions: temperature 0 celsius, time 10 minute. The product is COCC[C@H](C1=CC=CC=C1)NC(OC(C)(C)C)=O ((R)-tert-Butyl 3-methoxy-1-phenylpropylcarbamate). Yield: 29.0%. RXN SMILES: [OH:1][CH2:2][CH2:3][C@@H:4]([NH:11][C:12](=[O:18])[O:13][C:14]([CH3:17])([CH3:16])[CH3:15])[C:5]1[CH:10]=[CH:9][CH:8]=[CH:7][CH:6]=1.[H-].[Na+].[CH3:21]I>C1COCC1>[CH3:21][O:1][CH2:2][CH2:3][C@@H:4]([NH:11][C:12](=[O:18])[O:13][C:14]([CH3:15])([CH3:17])[CH3:16])[C:5]1[CH:10]=[CH:9][CH:8]=[CH:7][CH:6]=1 |f:1.2|. Procedure: (R)-tert-Butyl 3-hydroxy-1-phenylpropylcarbamate (Intermediate 60, 258 mg, 1.03 mmol) was dissolved in THF under nitrogen at 0° C. NaH was added and the reaction mixture was stirred at 0° C. for 10 min. MeI was added and the reaction mixture was stirred at room temperature for 30 min. then quenched with sat. aq. Na2SO4 and extracted with Et2O. The organic layer was dried over MgSO4, filtered and concentrated in vacuo. The crude material was purified via column chromatography using a biotage SP1 ... Starting materials: C1CCOC1, CI, O=C1CCC2c3ccc(Cl)cc3CCC2N1, [Na+], [OH-]. Product: CN1C(=O)CCC2c3ccc(Cl)cc3CCC21. Reaction SMILES: [CH2:21]1[O:22][CH2:23][CH2:24][CH2:25]1.[CH3:1][I:2].[Cl:3][c:4]1[cH:5][c:6]2[c:7]([cH:17][cH:18]1)[CH:8]1[CH2:9][CH2:10][C:11](=[O:16])[NH:12][CH:13]1[CH2:14][CH2:15]2.[Na+:20].[OH-:19]>>[CH3:1][N:12]1[C:11](=[O:16])[CH2:10][CH2:9][CH:8]2[c:7]3[c:6]([cH:5][c:4]([Cl:3])[cH:18][cH:17]3)[CH2:15][CH2:14][CH:13]21. Starting materials: CN1C(CCC1)CCN ((1-methylpyrrolidin-2-yl)ethylamine), Cl.C(C)N=C=NCCCN(C)C (1-Ethyl-(3-dimethylaminopropyl) carbodiimide hydrochloride), C(=O)C1=C(C(=C(N1)C)C(=O)O)C (5-formyl-2,4-dimethyl-1H-pyrrole-3-formic acid), ON1N=NC2=C1C=CC=C2 (1-hydroxybenzotriazole), saturated salt. Run in CN(C)C=O (DMF), C(C)N(CC)CC (triethylamine), O (water), O (water). Conditions: temperature 0 celsius. Yields the product CN1C(CCC1)CCNC(=O)C1=C(NC(=C1C)C=O)C (N-[(1-methylpyrrolidin-2-yl)ethyl]-5-formyl-2,4-dimethyl-1H-pyrrole-3-formamide). Yield: 50.2%. RXN SMILES: Cl.C(N=C=NCCCN(C)C)C.[CH:13]([C:15]1[NH:19][C:18]([CH3:20])=[C:17]([C:21]([OH:23])=O)[C:16]=1[CH3:24])=[O:14].ON1C2C=CC=CC=2N=N1.[CH3:35][N:36]1[CH2:40][CH2:39][CH2:38][CH:37]1[CH2:41][CH2:42][NH2:43]>O.CN(C=O)C.C(N(CC)CC)C>[CH3:35][N:36]1[CH2:40][CH2:39][CH2:38][CH:37]1[CH2:41][CH2:42][NH:43][C:21]([C:17]1[C:16]([CH3:24])=[C:15]([CH:13]=[O:14])[NH:19][C:18]=1[CH3:20])=[O:23] |f:0.1|. Procedure details: 1-Ethyl-(3-dimethylaminopropyl) carbodiimide hydrochloride (268.1 g, 1.4 mol), triethylamine (280.0 mL), 5-formyl-2,4-dimethyl-1H-pyrrole-3-formic acid (167.0 g, 1.0 mol) and 1-hydroxybenzotriazole (189.2 g, 1.4 mol) were sequentially added to DMF (500 mL) with stirring at about 0° C., and stirred for 1.5 hrs, then (1-methylpyrrolidin-2-yl)ethylamine (1.2 mol) was added. The reaction was stirred at room temperature until completion was indicated by thin layer chromatography (TLC). 120 mL of wate...